This data is from the Open Reaction Database (ORD), a public repository of structured organic reaction records. The task is: describe an organic reaction: reactants, conditions, products, and yield Reactants: COC(=O)C1=C(SC(=C1)C)N (2-amino-5-methylthiophene-3-carboxylic acid methyl ester), O[Li].O (LiOH.H2O). Solvent: CO.O.C1CCOC1 (MeOH H2O THF). Conditions: temperature 50 celsius, time 4 hour. Yields the product NC=1SC(=CC1C(=O)O)C (2-Amino-5-methylthiophene-3-carboxylic acid). The yield is 95.0%. RXN SMILES: C[O:2][C:3]([C:5]1[CH:9]=[C:8]([CH3:10])[S:7][C:6]=1[NH2:11])=[O:4].O[Li].O>CO.O.C1COCC1>[NH2:11][C:6]1[S:7][C:8]([CH3:10])=[CH:9][C:5]=1[C:3]([OH:4])=[O:2] |f:1.2,3.4.5|. Procedure details: To a solution of 2-amino-5-methylthiophene-3-carboxylic acid methyl ester (13.7 g, 80 mmol) in MeOH/H2O/THF (400 mL, 1:1:1) is added LiOH.H2O (16 g, 400 mmol). The solution is heated to 50° C. After 4 hours, the solution is concentrated. The resulting residue is dissolved in water. The pH of the solution is adjusted to between 5-6 using 1 N HCl. The precipitate is collected by filtration, washed with a small amount of water and is dried under vacuum. The title compound (12 g, 76 mmol) is obtaine... Starting materials: C(C)OC(=O)C=1C(OC(C1C)(CC)C(N(CC)CC)=O)=O (5-diethylcarbamoyl-5-ethyl-4-methyl-2-oxo-2,5-dihydro-furan-3-carboxylic acid ethyl ester), example 5, CN(C)C(N(C)C)N(C)C (tris(dimethylamino)methane). The solvent is CN(C=O)C (dimethyl formamide), ClCCl (dichloromethane). Run at time 17 hour. Yields the product C(C)OC(=O)C=1C(OC(C1\C=C\N(C)C)(CC)C(N(CC)CC)=O)=O (5-diethylcarbamoyl-4-((E)-2-dimethylamino-vinyl)-5-ethyl-2-oxo-2,5-dihydro-furan-3-carboxylic acid ethyl ester). Yield: 90.2%. Reaction SMILES: [CH2:1]([O:3][C:4]([C:6]1[C:7](=[O:21])[O:8][C:9]([C:14](=[O:20])[N:15]([CH2:18][CH3:19])[CH2:16][CH3:17])([CH2:12][CH3:13])[C:10]=1[CH3:11])=[O:5])[CH3:2].[CH3:22][N:23]([CH:25](N(C)C)N(C)C)[CH3:24]>CN(C)C=O.ClCCl>[CH2:1]([O:3][C:4]([C:6]1[C:7](=[O:21])[O:8][C:9]([C:14](=[O:20])[N:15]([CH2:16][CH3:17])[CH2:18][CH3:19])([CH2:12][CH3:13])[C:10]=1/[CH:11]=[CH:22]/[N:23]([CH3:25])[CH3:24])=[O:5])[CH3:2]. Procedure details: To a solution of 500.0 mg of compound (12) as obtained from example 5 (22.73 mmol) in 3.0 mL dimethyl formamide were added at room temperature 3.0 mL tris(dimethylamino)methane (17.3 mmol, 10.3 eq). The color of the reaction mixture changed from orange to brown and further to green. After 17 h, the mixture was diluted with 50 mL dichloromethane, washed with 25mL aqueous hydrochloric acid (1.0 M) and washed again three times with 50 mL brine. The organic phase was dried over 2 g sodium sulfate an... Reactants: COC(C=CC=1C(=NC(=CC1)C(F)(F)F)Cl)=O (3-(2-Chloro-6-trifluoromethyl-pyridin-3-yl)-acrylic acid methyl ester), [Li+].[OH-] (LiOH). The product is ClC1=NC(=CC=C1C=CC(=O)O)C(F)(F)F (3-(2-chloro-6-trifluoromethyl-pyridin-3-yl)-acrylic acid). Yield: 99.8%. RXN SMILES: C[O:2][C:3](=[O:17])[CH:4]=[CH:5][C:6]1[C:7]([Cl:16])=[N:8][C:9]([C:12]([F:15])([F:14])[F:13])=[CH:10][CH:11]=1.[Li+].[OH-]>>[Cl:16][C:7]1[C:6]([CH:5]=[CH:4][C:3]([OH:17])=[O:2])=[CH:11][CH:10]=[C:9]([C:12]([F:13])([F:14])[F:15])[N:8]=1 |f:1.2|. Reported procedure: 3-(2-Chloro-6-trifluoromethyl-pyridin-3-yl)-acrylic acid methyl ester (200 mg, 0.753 mmol) was reacted with 0.5N-LiOH (2 eq) to give 3-(2-chloro-6-trifluoromethyl-pyridin-3-yl)-acrylic acid (189 mg, 99%). Starting materials: 4-[2-(5-methyl-2-phenyl-4-oxazlyl)ethoxy]benzyl alcohol, P(Br)(Br)Br (PBr3), OC1=CC=C(C=O)C=C1 (para-hydroxybenzaldehyde), CC1=C(N=C(O1)C1=CC=CC=C1)CCO (2-(5-methyl-2-phenyl-4-oxazolyl)ethanol), CC1=C(N=C(O1)C1=CC=CC=C1)CC(=O)OCC (ethyl 5-methyl-2-phenyl-4-oxazoleacetate), CC1=C(N=C(O1)C1=CC=CC=C1)CCO (2-(5-methyl-2-phenyl-4-oxazolyl)ethanol), CC1=C(N=C(O1)C1=CC=CC=C1)CCOC1=CC=C(CO)C=C1 (4-[2-(5-methyl-2-phenyl-4-oxazolyl)ethoxy]benzyl alcohol), aldehyde. Run in C(Cl)Cl (CH2Cl2), CO (MeOH). Run at time 2 hour. The product is CC1=C(N=C(O1)C1=CC=CC=C1)CCOC1=CC=C(C=O)C=C1 (4-[2-(5-methyl-2-phenyl-4-oxazolyl)ethoxy]benzaldehyde), [Br-] (bromide). As a reaction SMILES: CC1OC(C2C=CC=CC=2)=NC=1CCO.CC1OC(C2C=CC=CC=2)=NC=1CC(OCC)=O.OC1C=CC(C=O)=CC=1.[CH3:43][C:44]1[O:48][C:47]([C:49]2[CH:54]=[CH:53][CH:52]=[CH:51][CH:50]=2)=[N:46][C:45]=1[CH2:55][CH2:56][O:57][C:58]1[CH:65]=[CH:64][C:61]([CH2:62][OH:63])=[CH:60][CH:59]=1.P(Br)(Br)[Br:67]>C(Cl)Cl.CO>[CH3:43][C:44]1[O:48][C:47]([C:49]2[CH:50]=[CH:51][CH:52]=[CH:53][CH:54]=2)=[N:46][C:45]=1[CH2:55][CH2:56][O:57][C:58]1[CH:59]=[CH:60][C:61]([CH:62]=[O:63])=[CH:64][CH:65]=1.[Br-:67]. Procedure: The procedure of Example 1, Part A was used to prepare 2-(5-methyl-2-phenyl-4-oxazolyl)ethanol from ethyl 5-methyl-2-phenyl-4-oxazoleacetate. 4-[2-(5-methyl-2-phenyl-4-oxazolyl)ethoxy]benzaldehyde was prepared following the procedures of Preparation 2, herein, using para-hydroxybenzaldehyde instead of 3-hydroxybenzaldehyde and 2-(5-methyl-2-phenyl-4-oxazolyl)ethanol instead of 2-(2-phenyl-4-oxazolyl)ethanol. The aldehyde was reduced to 4-[2-(5-methyl-2-phenyl-4-oxazolyl)ethoxy]benzyl alcohol fol...